Dataset: the Open Reaction Database (ORD), a public repository of structured organic reaction records. Task: describe an organic reaction: reactants, conditions, products, and yield RXN SMILES: [NH2:1][C:2]1[N:16]=[CH:15][C:14](Br)=[CH:13][C:3]=1[C:4]([NH:6][C:7]1[CH:12]=[CH:11][N:10]=[CH:9][CH:8]=1)=[O:5].CC1(C)C(C)(C)OB([C:26]2[CH:27]=[N:28][N:29]([CH2:31][C:32]([NH2:34])=[O:33])[CH:30]=2)O1>>[NH2:1][C:2]1[N:16]=[CH:15][C:14]([C:26]2[CH:27]=[N:28][N:29]([CH2:31][C:32](=[O:33])[NH2:34])[CH:30]=2)=[CH:13][C:3]=1[C:4]([NH:6][C:7]1[CH:12]=[CH:11][N:10]=[CH:9][CH:8]=1)=[O:5]. Reactants: NC1=C(C(=O)NC2=CC=NC=C2)C=C(C=N1)Br (2-amino-5-bromo-N-pyridin-4-yl-nicotinamide), CC1(OB(OC1(C)C)C=1C=NN(C1)CC(=O)N)C (2-[4-(4,4,5,5-tetramethyl-[1,3,2]dioxaborolan-2-yl)-pyrazol-1-yl]-acetamide). Product: NC1=C(C(=O)NC2=CC=NC=C2)C=C(C=N1)C=1C=NN(C1)CC(N)=O (2-Amino-5-(1-carbamoylmethyl-1H-pyrazol-4-yl)-N-pyridin-4-yl-nicotinamide). Reported procedure: Reaction of 2-amino-5-bromo-N-pyridin-4-yl-nicotinamide with 2-[4-(4,4,5,5-tetramethyl-[1,3,2]dioxaborolan-2-yl)-pyrazol-1-yl]-acetamide gives the compound “A25”; HPLC/MS: 0.94 min, [M+H]=338; The reactants are O=C([O-])[O-], CC#N, CO, C[Si](C)(C)I, [K+], [K+], [Na+], [Na+], COCC(C)Oc1cc(O)cc(C(=O)Nc2ccn(C)n2)c1, O=S([O-])([O-])=S. Yields the product CC(CO)Oc1cc(O)cc(C(=O)Nc2ccn(C)n2)c1. Reaction SMILES: [C:28](=[O:29])([O-:30])[O-:31].[CH3:41][C:42]#[N:43].[CH3:44][OH:45].[I:1][Si:2]([CH3:3])([CH3:4])[CH3:5].[K+:32].[K+:33].[Na+:39].[Na+:40].[OH:6][c:7]1[cH:8][c:9]([C:10](=[O:11])[NH:12][c:13]2[n:14][n:15]([CH3:18])[cH:16][cH:17]2)[cH:19][c:20]([O:22][CH:23]([CH2:24][O:25][CH3:26])[CH3:27])[cH:21]1.[S:34]([O-:35])([O-:36])(=[O:37])=[S:38]>>[OH:6][c:7]1[cH:8][c:9]([C:10](=[O:11])[NH:12][c:13]2[n:14][n:15]([CH3:18])[cH:16][cH:17]2)[cH:19][c:20]([O:22][CH:23]([CH2:24][OH:25])[CH3:27])[cH:21]1. Starting materials: C(C)(=O)O (acetic acid), BrC1=CC=C2CCC(C2=C1)=O (6-Bromo-1-indanone), C(OC)(OC)=O (dimethyl carbonate), [H-].[Na+] (sodium hydride). The solvent is O1CCCC1 (tetrahydrofuran), O1CCCC1 (tetrahydrofuran). Product: BrC1=CC=C2CC(C(C2=C1)=O)CC(=O)O (6-Bromo-2-carboxymethyl-1-indanone). RXN SMILES: [Br:1][C:2]1[CH:10]=[C:9]2[C:5]([CH2:6][CH2:7][C:8]2=[O:11])=[CH:4][CH:3]=1.C(=O)(OC)OC.[H-].[Na+].[C:20]([OH:23])(=[O:22])[CH3:21]>O1CCCC1>[Br:1][C:2]1[CH:10]=[C:9]2[C:5]([CH2:6][CH:7]([CH2:21][C:20]([OH:23])=[O:22])[C:8]2=[O:11])=[CH:4][CH:3]=1 |f:2.3|. Reported procedure: 6-Bromo-1-indanone (142 g, 672 mmol) in tetrahydrofuran (1200 mL) was added slowly to refluxing dimethyl carbonate (143 mL, 1680 mmol), sodium hydride (80.6 g, 2020 mmol, 60% in oil, washed with pentane after weighing) and tetrahydrofuran (1200 mL). After refluxing the mixture for 2.5 hours, acetic acid (240 mL) was added dropwise at 0° C. and then allowed to warm to room temp. The mixture was partitioned between diethyl ether/dichloromethane and dilute aqueous hydrochloric acid. The organic lay... Solvent: C1CCOC1 (THF). The yield is 180.4%. Procedure details: To a stirred solution of 7 (0.4 g, 0.9 mmol) in THF (10 mL) was added LAH (1.8 mL, 1.8 mmol) at −78° C. The reaction mixture was allowed to stir at the same temperature for 30 mins after which it was quenched with Na2SO4 solution (2 mL) and extracted with ethyl acetate (10 mL). The ethyl acetate layer was separated and washed with water (2 mL), brine solution (2 mL) and dried over anhydrous Na2SO4. Filtration followed by concentration under reduced pressure offered a residue which was purified b... Starting materials: C(C)(C)(C)OC(NC1=CC(=CC=C1)OC1=NC(=NC=C1C(NC1=CC=CC=C1)=O)S(=O)(=O)C)=O ([3-(2-methanesulfonyl-5-phenylcarbamoyl-pyrimidin-4-yloxy)-phenyl]-carbamic acid tert-butyl ester), [H-].[H-].[H-].[H-].[Li+].[Al+3] (LAH). Reaction conditions: time 30 minute. Product: COC=1C=C(N)C=CC1 (3-methoxyaniline). As a reaction SMILES: C(OC(=O)[NH:7][C:8]1[CH:13]=[CH:12][CH:11]=[C:10]([O:14][C:15]2C(C(=O)NC3C=CC=CC=3)=CN=C(S(C)(=O)=O)N=2)[CH:9]=1)(C)(C)C.[H-].[H-].[H-].[H-].[Li+].[Al+3]>C1COCC1>[CH3:15][O:14][C:10]1[CH:9]=[C:8]([CH:13]=[CH:12][CH:11]=1)[NH2:7] |f:1.2.3.4.5.6|. Starting materials: BrC=1C=C(C=CC1)C(C=1SC2=C(N1)C=CC=C2)OC2CCN(CC2)C (2-[(3-bromophenyl)(1-methylpiperidin-4-yloxy)methyl]benzothiazole), CC(C)OC1=C(C(=CC=C1)OC(C)C)C2=CC=CC=C2P(C3CCCCC3)C4CCCCC4 (RuPhos), [B-](CCC(=O)OC(C)(C)C)(F)(F)F.[K+] (potassium 3-trifluoroboratopropionate tert-butyl ester), C([O-])([O-])=O.[K+].[K+] (potassium carbonate). The reagents and catalysts are C(C)(=O)[O-].[Pd+2].C(C)(=O)[O-] (palladium(II) acetate). Solvent: C1(=CC=CC=C1)C (toluene), O (water). Conditions: temperature 120 celsius, time 8 hour. Yields the product C(C)(C)(C)OC(CCC1=CC(=CC=C1)C(OC1CCN(CC1)C)C=1SC2=C(N1)C=CC=C2)=O (3-{3-[benzothiazol-2-yl(1-methylpiperidin-4-yloxy)methyl]phenyl}propionic acid tert-butyl ester). As a reaction SMILES: Br[C:2]1[CH:3]=[C:4]([CH:8]([O:18][CH:19]2[CH2:24][CH2:23][N:22]([CH3:25])[CH2:21][CH2:20]2)[C:9]2[S:10][C:11]3[CH:17]=[CH:16][CH:15]=[CH:14][C:12]=3[N:13]=2)[CH:5]=[CH:6][CH:7]=1.CC(OC1C=CC=C(OC(C)C)C=1C1C(P(C2CCCCC2)C2CCCCC2)=CC=CC=1)C.[B-](F)(F)(F)[CH2:60][CH2:61][C:62]([O:64][C:65]([CH3:68])([CH3:67])[CH3:66])=[O:63].[K+].C(=O)([O-])[O-].[K+].[K+]>C([O-])(=O)C.[Pd+2].C([O-])(=O)C.C1(C)C=CC=CC=1.O>[C:65]([O:64][C:62](=[O:63])[CH2:61][CH2:60][C:2]1[CH:7]=[CH:6][CH:5]=[C:4]([CH:8]([C:9]2[S:10][C:11]3[CH:17]=[CH:16][CH:15]=[CH:14][C:12]=3[N:13]=2)[O:18][CH:19]2[CH2:24][CH2:23][N:22]([CH3:25])[CH2:21][CH2:20]2)[CH:3]=1)([CH3:68])([CH3:67])[CH3:66] |f:2.3,4.5.6,7.8.9|. Procedure details: A screw-cap tube is charged with 2-[(3-bromophenyl)(1-methylpiperidin-4-yloxy)methyl]benzothiazole (208 mg), palladium(II) acetate (3 mg), RuPhos® (12 mg), potassium 3-trifluoroboratopropionate tert-butyl ester (118 mg), potassium carbonate (207 mg), water (2.5 mL) and toluene (2.5 mL). The tube is evacuated, filled with argon and sealed. After stirring at 120° C. overnight, the mixture is diluted with ethyl acetate and water and the aqueous phase is extracted with ethyl acetate. The pooled orga... Reactants: O=C1OC2(CN3CCC2CC3)CN1c1ccc(Br)s1, CCCC[Sn](CCCC)(CCCC)c1cccs1. Product: O=C1OC2(CN3CCC2CC3)CN1c1ccc(-c2cccs2)s1. As a reaction SMILES: [Br:1][c:2]1[cH:3][cH:4][c:5]([N:7]2[C:8](=[O:19])[O:9][C:10]3([CH2:11][N:12]4[CH2:13][CH2:14][CH:15]3[CH2:16][CH2:17]4)[CH2:18]2)[s:6]1.[CH2:20]([Sn:21]([CH2:22][CH2:23][CH2:24][CH3:30])([c:25]1[s:26][cH:27][cH:28][cH:29]1)[CH2:31][CH2:32][CH2:33][CH3:34])[CH2:35][CH2:36][CH3:37]>>[c:2]1(-[c:25]2[s:26][cH:27][cH:28][cH:29]2)[cH:3][cH:4][c:5]([N:7]2[C:8](=[O:19])[O:9][C:10]3([CH2:11][N:12]4[CH2:13][CH2:14][CH:15]3[CH2:16][CH2:17]4)[CH2:18]2)[s:6]1.